Task: describe an organic reaction: reactants, conditions, products, and yield. Dataset: the Open Reaction Database (ORD), a public repository of structured organic reaction records Starting materials: C1(=CC=CC=C1)SCSCC(=O)O ([[(phenylthio)methyl]thio]acetic acid), [K] (potassium), C(C(=O)Cl)(=O)Cl (oxalyl chloride). The solvent is C(Cl)Cl (methylene chloride). Yields the product C1(=CC=CC=C1)SCSCC(=O)Cl ([[(Phenylthio)methyl]thio]acetyl chloride). Reaction SMILES: [C:1]1([S:7][CH2:8][S:9][CH2:10][C:11]([OH:13])=O)[CH:6]=[CH:5][CH:4]=[CH:3][CH:2]=1.[K].C(Cl)(=O)C([Cl:18])=O>C(Cl)Cl>[C:1]1([S:7][CH2:8][S:9][CH2:10][C:11]([Cl:18])=[O:13])[CH:6]=[CH:5][CH:4]=[CH:3][CH:2]=1 |^1:13|. Reported procedure: 5.1 gms. of [[(phenylthio)methyl]thio]acetic acid, potassium salt are treated with 5 gms. of oxalyl chloride in 10 ml. of methylene chloride at 0°-5° to obtain 3.4 gms. of [[(phenylthio)methyl]thio]acetyl chloride which is used further without purification. Starting materials: COCCN (2-methoxyethylamine), COC(CCCNC(=O)OCC1=CC=CC=C1)=O (4-benzyloxycarbonylaminobutyric acid methyl ester). Run in C(C)O (ethanol). Product: COCCNC(CCCNC(=O)OCC1=CC=CC=C1)=O (4-Benzyloxycarbonylaminobutyric acid N-(2-methoxyethyl)amide). RXN SMILES: CO[C:3](=[O:18])[CH2:4][CH2:5][CH2:6][NH:7][C:8]([O:10][CH2:11][C:12]1[CH:17]=[CH:16][CH:15]=[CH:14][CH:13]=1)=[O:9].[CH3:19][O:20][CH2:21][CH2:22][NH2:23]>C(O)C>[CH3:19][O:20][CH2:21][CH2:22][NH:23][C:3](=[O:18])[CH2:4][CH2:5][CH2:6][NH:7][C:8]([O:10][CH2:11][C:12]1[CH:13]=[CH:14][CH:15]=[CH:16][CH:17]=1)=[O:9]. Reported procedure: 5.02 g of 4-benzyloxycarbonylaminobutyric acid methyl ester are stirred under reflux in 35 ml of ethanol with 15 ml of 2-methoxyethylamine for 5 days. The reaction mixture is concentrated by evaporation and the residue is purified by means of FC (240 g of silica gel, dichloromethane/methanol=95:5). The title compound is obtained: Rf (dichloromethane/methanol=95:5)=0.33. Reactants: ClCCC[Si](OC)(OC)OC (3-chloropropyltrimethoxysilane), S.[Na] (sodium hydrogen sulfide), [SiH4] (silane). Run in CN(C=O)C (dimethylformamide). Conditions: temperature 110 celsius. Product: SCCC[Si](OC)(OC)OC (3-mercaptopropyltrimethoxysilane). Yield: 84.0%. RXN SMILES: [SH2:1].[Na].Cl[CH2:4][CH2:5][CH2:6][Si:7]([O:12][CH3:13])([O:10][CH3:11])[O:8][CH3:9].[SiH4]>CN(C)C=O>[SH:1][CH2:4][CH2:5][CH2:6][Si:7]([O:12][CH3:13])([O:10][CH3:11])[O:8][CH3:9] |f:0.1,^1:1|. Procedure details: 566 g (10.1 mols) of sodium hydrogen sulfide together with 2,400 g of dimethylformamide were introduced into the apparatus described in Example 1. While stirring, 2,000 g (10.1 mols) of 3-chloropropyltrimethoxysilane were added to the contents of the flask over a period of 60 minutes, whereby the temperature of the contents of the flask rose to about 100° C. By application of additional heat the temperature was increased to 110° C. and maintained at this level. Samples of the reaction mixture we... Starting materials: CO, O=Cc1nc2c(=O)[nH]c3cc(C(F)(F)F)ccc3n2c1Cc1ncc[nH]1, [Cl-], O, [NH3+]O. Product: O=c1[nH]c2cc(C(F)(F)F)ccc2n2c(Cc3ncc[nH]3)c(C=NO)nc12. As a reaction SMILES: [CH3:31][OH:32].[CH:1](=[O:2])[c:3]1[n:4][c:5]2[n:6]([c:7]3[cH:8][cH:9][c:10]([C:16]([F:17])([F:18])[F:19])[cH:11][c:12]3[nH:13][c:14]2=[O:15])[c:20]1[CH2:21][c:22]1[nH:23][cH:24][cH:25][n:26]1.[Cl-:27].[OH2:30].[OH:28][NH3+:29]>>[CH:1]([c:3]1[n:4][c:5]2[n:6]([c:7]3[cH:8][cH:9][c:10]([C:16]([F:17])([F:18])[F:19])[cH:11][c:12]3[nH:13][c:14]2=[O:15])[c:20]1[CH2:21][c:22]1[n:23][cH:24][cH:25][nH:26]1)=[N:29][OH:28]. Reactants: CC(C)Nc1ccc([N+](=O)[O-])cc1C(=O)NN1CCN(C)CC1, CC(=O)O, O, [Zn]. Yields the product CC(C)Nc1ccc(N)cc1C(=O)NN1CCN(C)CC1. RXN SMILES: [CH3:1][N:2]1[CH2:3][CH2:4][N:5]([NH:8][C:9]([c:10]2[c:11]([NH:19][CH:20]([CH3:21])[CH3:22])[cH:12][cH:13][c:14]([N+:16]([O-:17])=[O:18])[cH:15]2)=[O:23])[CH2:6][CH2:7]1.[CH3:25][C:26](=[O:27])[OH:28].[OH2:24].[Zn:29]>>[CH3:1][N:2]1[CH2:3][CH2:4][N:5]([NH:8][C:9]([c:10]2[c:11]([NH:19][CH:20]([CH3:21])[CH3:22])[cH:12][cH:13][c:14]([NH2:16])[cH:15]2)=[O:23])[CH2:6][CH2:7]1. Starting materials: O=C([O-])[O-], BrCC=Cc1ccccc1, CN(C)C=O, [K+], [K+], O, OCC1OC(n2ncc3c(S)ncnc32)C(O)C1O. The product is OCC1OC(n2ncc3c(SCC=Cc4ccccc4)ncnc32)C(O)C1O. RXN SMILES: [C:30](=[O:31])([O-:32])[O-:33].[CH2:1]([CH:2]=[CH:3][c:4]1[cH:5][cH:6][cH:7][cH:8][cH:9]1)[Br:10].[CH3:37][N:38]([CH3:39])[CH:40]=[O:41].[K+:34].[K+:35].[OH2:36].[SH:11][c:12]1[c:13]2[c:14]([n:15][cH:16][n:17]1)[n:18]([CH:21]1[CH:22]([OH:23])[CH:24]([OH:25])[CH:26]([CH2:28][OH:29])[O:27]1)[n:19][cH:20]2>>[CH2:1]([CH:2]=[CH:3][c:4]1[cH:5][cH:6][cH:7][cH:8][cH:9]1)[S:11][c:12]1[c:13]2[c:14]([n:15][cH:16][n:17]1)[n:18]([CH:21]1[CH:22]([OH:23])[CH:24]([OH:25])[CH:26]([CH2:28][OH:29])[O:27]1)[n:19][cH:20]2.